This data is from the Open Reaction Database (ORD), a public repository of structured organic reaction records. The task is: describe an organic reaction: reactants, conditions, products, and yield Reactants: [N+](=[N-])=CCOC(=O)CC1(CCN(CC1)C(=O)OC(C)(C)C)O (tert-butyl 4-(diazoethoxycarbonylmethyl)-4-hydroxypiperidine-1-carboxylate), O(C(C)C)C(C)C (iPr2O), [OH-].[Na+] (NaOH), O=P(Cl)(Cl)Cl (POCl3). As a reaction SMILES: [N+:1](=[CH:3][CH2:4][O:5][C:6]([CH2:8][C:9]1(O)[CH2:14][CH2:13][N:12]([C:15]([O:17][C:18]([CH3:21])([CH3:20])[CH3:19])=[O:16])[CH2:11][CH2:10]1)=[O:7])=[N-:2].O(C(C)C)C(C)C.O=P(Cl)(Cl)Cl.[OH-].[Na+]>N1C=CC=CC=1>[N+:1](=[CH:3][CH2:4][O:5][C:6]([CH2:8][C:9]1[CH2:14][CH2:13][N:12]([C:15]([O:17][C:18]([CH3:21])([CH3:20])[CH3:19])=[O:16])[CH2:11][CH:10]=1)=[O:7])=[N-:2] |f:3.4|. Solvent: N1=CC=CC=C1 (pyridine). The product is [N+](=[N-])=CCOC(=O)CC=1CCN(CC1)C(=O)OC(C)(C)C (tert-Butyl 4-(diazoethoxycarbonylmethyl)-3,6-dihydro-2H-pyridine-1-carboxylate). Procedure: 78.0 ml of dry pyridine are added to a solution of 15.12 g of tert-butyl 4-(diazoethoxycarbonylmethyl)-4-hydroxypiperidine-1-carboxylate into 250 ml of iPr2O. The mixture is cooled to −10° C. and 8.86 ml of POCl3 are added slowly with vigorous stirring. The mixture is then left to return to ambient temperature for 12 hours with stirring. The reaction mixture is decomposed with 500 ml of a 0.1 M NaOH solution, and is then extracted 3 times with EtOAc. The organic phase is washed with a saturated ... Run at temperature -10 celsius, time 12 hour.